From a dataset of the Open Reaction Database (ORD), a public repository of structured organic reaction records. describe an organic reaction: reactants, conditions, products, and yield Run in C(C)N(CC)CC (triethylamine), O (water), O (water). Product: C(C1=CC=CC=C1)(=O)N (benzamide). Reaction SMILES: CO[C:3]1[CH:11]=[CH:10][C:9](S(=O)(=O)N)=[CH:8][C:4]=1[C:5](O)=[O:6].CC(C)=O.ClC(OCC(C)C)=O.C1(C[N:32]2CCCC2CN)CC1>O.C(N(CC)CC)C>[C:5]([NH2:32])(=[O:6])[C:4]1[CH:8]=[CH:9][CH:10]=[CH:11][CH:3]=1. Procedure: 5.8 g of 2-methoxy-5-sulphamoyl benzoic acid, 50 ml of acetone, 10 ml of water and 3.6 ml of triethylamine (density 0.726) are placed in a 250 ml flask fitted with an agitator, a thermometer and a dropping funnel. The solution is cooled to about +10° C., then 3.6 g of isobutyl chloroformate is added drop by drop. The medium is reacted for 30 minutes at 0° C., after which 4.5 g of 1-cyclopropylmethyl-2-aminomethyl-pyrrolidine is poured in drop by drop. The medium is reacted for 1 hour at room tem... Starting materials: COC1=C(C(=O)O)C=C(C=C1)S(N)(=O)=O (2-methoxy-5-sulphamoyl benzoic acid), CC(=O)C (acetone), C1(CC1)CN1C(CCC1)CN (1-cyclopropylmethyl-2-aminomethyl-pyrrolidine), ClC(=O)OCC(C)C (isobutyl chloroformate). Reactants: COc1ccc(C=O)cc1OCc1ccccc1, Cl, [Li]C, C1CCOC1. Yields the product COc1ccc(C(C)O)cc1OCc1ccccc1. Reaction SMILES: [CH2:1]([c:2]1[cH:3][cH:4][cH:5][cH:6][cH:7]1)[O:8][c:9]1[cH:10][c:11]([CH:12]=[O:13])[cH:14][cH:15][c:16]1[O:17][CH3:18].[ClH:21].[Li:19][CH3:20].[O:22]1[CH2:23][CH2:24][CH2:25][CH2:26]1>>[CH2:1]([c:2]1[cH:3][cH:4][cH:5][cH:6][cH:7]1)[O:8][c:9]1[cH:10][c:11]([CH:12]([OH:13])[CH3:20])[cH:14][cH:15][c:16]1[O:17][CH3:18]. Reactants: 22, O1CCCC1 (tetrahydrofuran), O=C1CCN(CC1)C(=O)OC(C)(C)C (tert-butyl 4-oxo-1-piperidinecarboxylate), NC1=CC=C(CN2CCOCC2)C=C1 (4-(4-aminobenzyl)morpholine), C(C)(=O)O[BH-](OC(C)=O)OC(C)=O.[Na+] (sodium triacetoxyborohydride). Solvent: C(C)(=O)O (acetic acid). Conditions: time 3 day. Product: N1(CCOCC1)CC1=CC=C(NC2CCN(CC2)C(=O)OC(C)(C)C)C=C1 (tert-butyl 4-[4-(4-morpholinylmethyl)anilino]-1-piperidinecarboxylate). As a reaction SMILES: [NH2:1][C:2]1[CH:14]=[CH:13][C:5]([CH2:6][N:7]2[CH2:12][CH2:11][O:10][CH2:9][CH2:8]2)=[CH:4][CH:3]=1.O1CCCC1.O=[C:21]1[CH2:26][CH2:25][N:24]([C:27]([O:29][C:30]([CH3:33])([CH3:32])[CH3:31])=[O:28])[CH2:23][CH2:22]1.C(O[BH-](OC(=O)C)OC(=O)C)(=O)C.[Na+]>C(O)(=O)C>[N:7]1([CH2:6][C:5]2[CH:13]=[CH:14][C:2]([NH:1][CH:21]3[CH2:26][CH2:25][N:24]([C:27]([O:29][C:30]([CH3:33])([CH3:32])[CH3:31])=[O:28])[CH2:23][CH2:22]3)=[CH:3][CH:4]=2)[CH2:12][CH2:11][O:10][CH2:9][CH2:8]1 |f:3.4|. Procedure: A flask containing 4-(4-aminobenzyl)morpholine from Preparation No. 22 (0.48 g) is treated with tetrahydrofuran (10 mL) and tert-butyl 4-oxo-1-piperidinecarboxylate (0.60 gm) under an argon atmosphere. The solution is treated with acetic acid (0.20 mL) followed by sodium triacetoxyborohydride (0.80 g). After stirring 3 days, the mixture is concentrated under reduced pressure. The residue is partitioned between dichloromethane and dilute aqueous sodium hydroxide. The aqueous is back-extracted wit... Starting materials: C1CCOC1, COC(=O)N(Cc1cc(C=O)cc(C(F)(F)F)c1)Cc1cc(C(F)(F)F)ccc1-c1cc(C(C)C)ccc1OC, C[Si](C)(C)[N-][Si](C)(C)C, Cc1ccccc1, CCOC(C)=O, [K+], [Na+], O=C([O-])O. Product: C=Cc1cc(CN(Cc2cc(C(F)(F)F)ccc2-c2cc(C(C)C)ccc2OC)C(=O)OC)cc(C(F)(F)F)c1. RXN SMILES: [CH2:56]1[O:57][CH2:58][CH2:59][CH2:60]1.[CH3:11][O:12][C:13]([N:14]([CH2:15][c:16]1[c:17](-[c:26]2[c:27]([O:35][CH3:36])[cH:28][cH:29][c:30]([CH:32]([CH3:33])[CH3:34])[cH:31]2)[cH:18][cH:19][c:20]([C:22]([F:23])([F:24])[F:25])[cH:21]1)[CH2:37][c:38]1[cH:39][c:40]([CH:48]=[O:49])[cH:41][c:42]([C:44]([F:45])([F:46])[F:47])[cH:43]1)=[O:50].[CH3:1][Si:2]([N-:3][Si:4]([CH3:5])([CH3:6])[CH3:7])([CH3:8])[CH3:9].[CH3:61][c:62]1[cH:63][cH:64][cH:65][cH:66][cH:67]1.[CH3:68][CH2:69][O:70][C:71]([CH3:72])=[O:73].[K+:10].[Na+:55].[O-:51][C:52]([OH:53])=[O:54]>>[CH3:11][O:12][C:13]([N:14]([CH2:15][c:16]1[c:17](-[c:26]2[c:27]([O:35][CH3:36])[cH:28][cH:29][c:30]([CH:32]([CH3:33])[CH3:34])[cH:31]2)[cH:18][cH:19][c:20]([C:22]([F:23])([F:24])[F:25])[cH:21]1)[CH2:37][c:38]1[cH:39][c:40]([CH:48]=[CH2:52])[cH:41][c:42]([C:44]([F:45])([F:46])[F:47])[cH:43]1)=[O:50]. Reactants: CC(NC(=O)OC(C)(C)C)C(=O)NC(CCC(=O)OCc1ccccc1)C(N)=O, CCOC(C)=O, Cl. The product is Cl, CC(N)C(=O)NC(CCC(=O)OCc1ccccc1)C(N)=O. Reaction SMILES: [C:1]([O:2][C:3](=[O:4])[NH:8][CH:9]([CH3:10])[C:11](=[O:12])[NH:13][CH:14]([CH2:15][CH2:16][C:17](=[O:18])[O:19][CH2:20][c:21]1[cH:22][cH:23][cH:24][cH:25][cH:26]1)[C:27]([NH2:28])=[O:29])([CH3:5])([CH3:6])[CH3:7].[CH3:31][CH2:32][O:33][C:34](=[O:35])[CH3:36].[ClH:30]>>[ClH:30].[NH2:8][CH:9]([CH3:10])[C:11](=[O:12])[NH:13][CH:14]([CH2:15][CH2:16][C:17](=[O:18])[O:19][CH2:20][c:21]1[cH:22][cH:23][cH:24][cH:25][cH:26]1)[C:27]([NH2:28])=[O:29]. Reactants: BrC1=CC(=CC(=C1)OC)OC (1-bromo-3,5-dimethoxy-benzene), C(CCC)[Li] (n-butyllitium), CCCCCC (hexane), FC=1C=C(C=O)C=CC1OC (3-fluoro-4-methoxy-benzaldehyde). Run in C1CCOC1 (THF), O (water). Reaction conditions: time 20 minute. Yields the product COC=1C=C(C=C(C1)OC)C(O)C1=CC(=C(C=C1)OC)F ((3,5-dimethoxy-phenyl)-(3-fluoro-4-methoxy-phenyl)-methanol). The yield is 105.8%. Reaction SMILES: Br[C:2]1[CH:7]=[C:6]([O:8][CH3:9])[CH:5]=[C:4]([O:10][CH3:11])[CH:3]=1.C([Li])CCC.CCCCCC.[F:23][C:24]1[CH:25]=[C:26]([CH:29]=[CH:30][C:31]=1[O:32][CH3:33])[CH:27]=[O:28]>C1COCC1.O>[CH3:11][O:10][C:4]1[CH:3]=[C:2]([CH:27]([C:26]2[CH:29]=[CH:30][C:31]([O:32][CH3:33])=[C:24]([F:23])[CH:25]=2)[OH:28])[CH:7]=[C:6]([O:8][CH3:9])[CH:5]=1. Procedure details: To a solution of 1-bromo-3,5-dimethoxy-benzene (5.0 g, 23.1 mmol) in THF (50 mL) was added a solution of n-butyllitium in hexane (8.7 mL, 2.5 N, 22 mmol) at −78° C. and kept for 20 min. To the mixture was added 3-fluoro-4-methoxy-benzaldehyde (3.0 g, 19.4 mmol) at −78° C. After 18 h, water (30 mL) was added to the mixture, and the cold bath was removed. The mixture was stirred at room temperature for 20 min. The mixture was extracted with ethyl acetate (2×50 mL). The combined organic layers was ... The reactants are [Br-], CCCCBr, Oc1ccc(Br)cc1F, CCCC[N+](CCCC)(CCCC)CCCC, [Na+], [OH-], O. Product: CCCCOc1ccc(Br)cc1F. RXN SMILES: [Br-:17].[Br:12][CH2:13][CH2:14][CH2:15][CH3:16].[Br:3][c:4]1[cH:5][c:6]([F:11])[c:7]([OH:10])[cH:8][cH:9]1.[CH3:18][CH2:19][CH2:20][CH2:21][N+:22]([CH2:23][CH2:24][CH2:25][CH3:26])([CH2:27][CH2:28][CH2:29][CH3:30])[CH2:31][CH2:32][CH2:33][CH3:34].[Na+:2].[OH-:1].[OH2:35]>>[Br:3][c:4]1[cH:5][c:6]([F:11])[c:7]([O:10][CH2:13][CH2:14][CH2:15][CH3:16])[cH:8][cH:9]1. Reactants: BrC1=CC=C(C=C1)OC(F)(F)F (1-bromo-4-(trifluoromethoxy)-benzene), O1CCOC12CCNCC2 (1,4-dioxa-8-azaspiro-[4,5]decane), CC(C)([O-])C.[Na+] (sodium tert-butoxide), C(C)(=O)OCC (ethyl acetate). The reagents and catalysts are C(C)(=O)[O-].[Pd+2].C(C)(=O)[O-] (palladium acetate), C1=CC=C(C=C1)P(C2=CC=CC=C2)C3=C(C4=CC=CC=C4C=C3)C5=C(C=CC6=CC=CC=C65)P(C7=CC=CC=C7)C8=CC=CC=C8 ((S)-(−)-2,2′-bis(diphenylphosphino)-1,1′-binaphthyl). Run in C1(=CC=CC=C1)C (toluene). Run at temperature 80 celsius, time 1 hour. Yields the product FC(OC1=CC=C(C=C1)N1CCC2(OCCO2)CC1)(F)F (8-(4-trifluoromethoxyphenyl)-1,4-dioxa-8-azaspiro[4,5]decane). Yield: 82.5%. RXN SMILES: Br[C:2]1[CH:7]=[CH:6][C:5]([O:8][C:9]([F:12])([F:11])[F:10])=[CH:4][CH:3]=1.[O:13]1[C:17]2([CH2:22][CH2:21][NH:20][CH2:19][CH2:18]2)[O:16][CH2:15][CH2:14]1.CC(C)([O-])C.[Na+].C(OCC)(=O)C>C1(C)C=CC=CC=1.C([O-])(=O)C.[Pd+2].C([O-])(=O)C.C1C=CC(P(C2C=CC3C(=CC=CC=3)C=2C2C3C(=CC=CC=3)C=CC=2P(C2C=CC=CC=2)C2C=CC=CC=2)C2C=CC=CC=2)=CC=1>[F:10][C:9]([F:12])([F:11])[O:8][C:5]1[CH:6]=[CH:7][C:2]([N:20]2[CH2:21][CH2:22][C:17]3([O:16][CH2:15][CH2:14][O:13]3)[CH2:18][CH2:19]2)=[CH:3][CH:4]=1 |f:2.3,6.7.8|. Procedure: A mixture of 1-bromo-4-(trifluoromethoxy)-benzene (6.3 g, 26.14 mmol), 1,4-dioxa-8-azaspiro-[4,5]decane (3.35 ml, 26.14 mmol), palladium acetate (60 mg, 0.26 mmol), (S)-(−)-2,2′-bis(diphenylphosphino)-1,1′-binaphthyl (BINAP) (244 mg, 0.39 mmol), and sodium tert-butoxide (3.77 g, 39.23 mmol) in toluene (50 ml) was stirred at 80° C. for 1 hour. The reaction mixture was allowed to return to room temperature, to which ethyl acetate (50 ml) was added, and the resulting mixture was then filtered. The ... Reaction SMILES: [CH2:1]([C@H:6]1[CH2:11][CH2:10][C@H:9]([CH:12]=O)[CH2:8][CH2:7]1)[CH2:2][CH2:3][CH2:4][CH3:5].[Cl-].[CH3:15][O:16]C[P+](C1C=CC=CC=1)(C1C=CC=CC=1)C1C=CC=CC=1>O1CCCC1>[CH2:1]([C@H:6]1[CH2:7][CH2:8][C@H:9]([CH2:12][CH:15]=[O:16])[CH2:10][CH2:11]1)[CH2:2][CH2:3][CH2:4][CH3:5] |f:1.2|. The reactants are [Cl-].COC[P+](C1=CC=CC=C1)(C1=CC=CC=C1)C1=CC=CC=C1 (methoxymethyl-triphenylphosphonium chloride), potassium t-butylate, ( a ), ( b ), C(CCCC)[C@@H]1CC[C@H](CC1)C=O (trans-4-pentylcyclohexanecarboxaldehyde), enol ether. Procedure details: In a manner analogous to that described in Example 2, paragraphs (a) and (b), trans-4-pentylcyclohexanecarboxaldehyde was reacted in a Wittig reaction with methoxymethyl-triphenylphosphonium chloride and potassium t-butylate and the resulting enol ether was subsequently hydrolyzed in tetrahydrofuran/2N hydrochloric acid to give (trans-4-pentylcyclohexyl)acetaldehyde. The product is C(CCCC)[C@@H]1CC[C@H](CC1)CC=O ((trans-4-pentylcyclohexyl)acetaldehyde). Run in O1CCCC1 (tetrahydrofuran). The reactants are CCOC(=O)CC(C)=O, COCCOC, CC(Nc1ccc(C(=O)Cl)cc1)C1CCCC1, Cl, [H-], [Na+]. Yields the product CCOC(=O)C(C(C)=O)C(=O)c1ccc(NC(C)C2CCCC2)cc1. RXN SMILES: [C:1]([CH2:2][C:3](=[O:4])[CH3:5])(=[O:6])[O:7][CH2:8][CH3:9].[CH3:30][O:31][CH2:32][CH2:33][O:34][CH3:35].[CH:13]1([CH:18]([CH3:19])[NH:20][c:21]2[cH:22][cH:23][c:24]([C:25](=[O:26])[Cl:27])[cH:28][cH:29]2)[CH2:14][CH2:15][CH2:16][CH2:17]1.[ClH:12].[H-:10].[Na+:11]>>[C:1]([CH:2]([C:3](=[O:4])[CH3:5])[C:25]([c:24]1[cH:23][cH:22][c:21]([NH:20][CH:18]([CH:13]2[CH2:14][CH2:15][CH2:16][CH2:17]2)[CH3:19])[cH:29][cH:28]1)=[O:26])(=[O:6])[O:7][CH2:8][CH3:9].